From a dataset of the Open Reaction Database (ORD), a public repository of structured organic reaction records. describe an organic reaction: reactants, conditions, products, and yield Reactants: CCOC(C)=O, COC(=O)C(N)CO, O=C(Cl)OCc1ccccc1, O, c1ccncc1. Product: COC(=O)C(CO)NC(=O)OCc1ccccc1. As a reaction SMILES: [C:27]([O:28][CH2:29][CH3:30])(=[O:31])[CH3:32].[CH3:1][O:2][C:3]([CH:4]([NH2:5])[CH2:6][OH:7])=[O:8].[Cl:15][C:16](=[O:17])[O:18][CH2:19][c:20]1[cH:21][cH:22][cH:23][cH:24][cH:25]1.[OH2:26].[cH:9]1[cH:10][cH:11][n:12][cH:13][cH:14]1>>[CH3:1][O:2][C:3]([CH:4]([NH:5][C:16](=[O:17])[O:18][CH2:19][c:20]1[cH:21][cH:22][cH:23][cH:24][cH:25]1)[CH2:6][OH:7])=[O:8].